Dataset: the Open Reaction Database (ORD), a public repository of structured organic reaction records. Task: describe an organic reaction: reactants, conditions, products, and yield The reactants are C(C=C)[C@@]1(CCN(C(O1)=O)[C@@H](C)C1=CC=C(C=C1)Br)C1=CC=CC=C1 ((R)-6-allyl-3-((S)-1-(4-bromophenyl)ethyl)-6-phenyl-1,3-oxazinan-2-one), FC1=CC=C(C=C1)B(O)O (4-fluorophenylboronic acid), C(=O)([O-])[O-].[Cs+].[Cs+] (Cs2CO3). Reagents/catalysts: Cl[Pd]([P](C1=CC=CC=C1)(C2=CC=CC=C2)C3=CC=CC=C3)([P](C4=CC=CC=C4)(C5=CC=CC=C5)C6=CC=CC=C6)Cl (PdCl2(PPh3)2). The solvent is O1CCOCC1 (1,4-dioxane). Yields the product C(C=C)[C@@]1(CCN(C(O1)=O)[C@@H](C)C1=CC=C(C=C1)C1=CC=C(C=C1)F)C1=CC=CC=C1 ((R)-6-allyl-3-((S)-1-(4′-fluorobiphenyl-4-yl)ethyl)-6-phenyl-1,3-oxazinan-2-one). Isolated yield 85.0%. As a reaction SMILES: [CH2:1]([C@@:4]1([C:20]2[CH:25]=[CH:24][CH:23]=[CH:22][CH:21]=2)[O:9][C:8](=[O:10])[N:7]([C@H:11]([C:13]2[CH:18]=[CH:17][C:16](Br)=[CH:15][CH:14]=2)[CH3:12])[CH2:6][CH2:5]1)[CH:2]=[CH2:3].[F:26][C:27]1[CH:32]=[CH:31][C:30](B(O)O)=[CH:29][CH:28]=1.C([O-])([O-])=O.[Cs+].[Cs+]>O1CCOCC1.Cl[Pd](Cl)([P](C1C=CC=CC=1)(C1C=CC=CC=1)C1C=CC=CC=1)[P](C1C=CC=CC=1)(C1C=CC=CC=1)C1C=CC=CC=1>[CH2:1]([C@@:4]1([C:20]2[CH:25]=[CH:24][CH:23]=[CH:22][CH:21]=2)[O:9][C:8](=[O:10])[N:7]([C@H:11]([C:13]2[CH:18]=[CH:17][C:16]([C:30]3[CH:31]=[CH:32][C:27]([F:26])=[CH:28][CH:29]=3)=[CH:15][CH:14]=2)[CH3:12])[CH2:6][CH2:5]1)[CH:2]=[CH2:3] |f:2.3.4,^1:50,69|. Reported procedure: A mixture of (R)-6-allyl-3-((S)-1-(4-bromophenyl)ethyl)-6-phenyl-1,3-oxazinan-2-one (5.83 g, 15 mmol), 4-fluorophenylboronic acid (3 g, 22 mmol), PdCl2(PPh3)2 (1 g, 1.4 mmol), and aqueous Cs2CO3 solution (2 M, 8.0 mL) in 1,4-dioxane (50 mL) was heated to reflux for 2 h. The mixture was filtered, and the filtrate was extracted with EtOAc (3×). The combined organic layer was washed with brine, dried over Na2SO4 and concentrated to give the crude product, which was purified by preparative TLC to gi... Reaction SMILES: [Br:20][CH2:21][c:22]1[cH:23][cH:24][cH:25][cH:26][cH:27]1.[CH3:28][C:29](=[O:30])[OH:31].[H-:19].[Na+:18].[O:32]=[CH:33][N:34]([CH3:35])[CH3:36].[nH:1]1[cH:2][n:3][c:4](-[c:6]2[c:7](-[c:12]3[cH:13][cH:14][cH:15][cH:16][cH:17]3)[n:8][o:9][c:10]2[CH3:11])[cH:5]1>>[n:1]1([CH2:21][c:22]2[cH:23][cH:24][cH:25][cH:26][cH:27]2)[cH:2][n:3][c:4](-[c:6]2[c:7](-[c:12]3[cH:13][cH:14][cH:15][cH:16][cH:17]3)[n:8][o:9][c:10]2[CH3:11])[cH:5]1. Yields the product Cc1onc(-c2ccccc2)c1-c1cn(Cc2ccccc2)cn1. Starting materials: BrCc1ccccc1, CC(=O)O, [H-], [Na+], CN(C)C=O, Cc1onc(-c2ccccc2)c1-c1c[nH]cn1.